Task: describe an organic reaction: reactants, conditions, products, and yield. Dataset: the Open Reaction Database (ORD), a public repository of structured organic reaction records The reactants are CC(C)(C)OC(=O)N1CCC(n2cc3c(-c4ccc(F)cc4)c(-c4ccncc4)c(-c4ccc(F)cc4)nc3n2)CC1, ClCCl, O=C(O)C(F)(F)F. Yields the product Fc1ccc(-c2nc3nn(C4CCNCC4)cc3c(-c3ccc(F)cc3)c2-c2ccncc2)cc1. RXN SMILES: [C:1]([O:2][C:3](=[O:4])[N:8]1[CH2:9][CH2:10][CH:11]([n:14]2[n:15][c:16]3[n:17][c:18](-[c:36]4[cH:37][cH:38][c:39]([F:42])[cH:40][cH:41]4)[c:19](-[c:30]4[cH:31][cH:32][n:33][cH:34][cH:35]4)[c:20](-[c:23]4[cH:24][cH:25][c:26]([F:29])[cH:27][cH:28]4)[c:21]3[cH:22]2)[CH2:12][CH2:13]1)([CH3:5])([CH3:6])[CH3:7].[Cl:50][CH2:51][Cl:52].[OH:43][C:44]([C:45]([F:46])([F:47])[F:48])=[O:49]>>[NH:8]1[CH2:9][CH2:10][CH:11]([n:14]2[n:15][c:16]3[n:17][c:18](-[c:36]4[cH:37][cH:38][c:39]([F:42])[cH:40][cH:41]4)[c:19](-[c:30]4[cH:31][cH:32][n:33][cH:34][cH:35]4)[c:20](-[c:23]4[cH:24][cH:25][c:26]([F:29])[cH:27][cH:28]4)[c:21]3[cH:22]2)[CH2:12][CH2:13]1. Starting materials: Cl.ClC=1C=C(C=CC1)NN ((3-chlorophenyl)hydrazine hydrochloride), TEA, [Si](C1=CC=CC=C1)(C1=CC=CC=C1)(C(C)(C)C)OCCC=O (3-(tert-butyldiphenylsilyloxy)propanal). Run in C1(=CC=CC=C1)C (toluene). Yields the product [Si](C1=CC=CC=C1)(C1=CC=CC=C1)(C(C)(C)C)OCC\C=N\NC1=CC(=CC=C1)Cl ((E)-1-(3-((tert-Butyldiphenylsilyl)oxy)propylidene)-2-(3-chlorophenyl)hydrazine). Reaction SMILES: Cl.[Cl:2][C:3]1[CH:4]=[C:5]([NH:9][NH2:10])[CH:6]=[CH:7][CH:8]=1.[Si:11]([O:28][CH2:29][CH2:30][CH:31]=O)([C:24]([CH3:27])([CH3:26])[CH3:25])([C:18]1[CH:23]=[CH:22][CH:21]=[CH:20][CH:19]=1)[C:12]1[CH:17]=[CH:16][CH:15]=[CH:14][CH:13]=1>C1(C)C=CC=CC=1>[Si:11]([O:28][CH2:29][CH2:30]/[CH:31]=[N:10]/[NH:9][C:5]1[CH:6]=[CH:7][CH:8]=[C:3]([Cl:2])[CH:4]=1)([C:24]([CH3:25])([CH3:26])[CH3:27])([C:18]1[CH:19]=[CH:20][CH:21]=[CH:22][CH:23]=1)[C:12]1[CH:17]=[CH:16][CH:15]=[CH:14][CH:13]=1 |f:0.1|. Procedure details: A solution of (3-chlorophenyl)hydrazine hydrochloride and TEA (3 mL, 21.5 mmol) and 3-(tert-butyldiphenylsilyloxy)propanal (21.5 mmol) in toluene was stirred at rt overnight. The reaction mixture was then quenched with H2O (100 mL) and extracted with EtOAc (2×). The organic layers were dried (MgSO4) and evaporated to a reddish oil. The crude product was then purified using silica gel chromatography. The desired product was isolated as a red oil. MS(ESI) m/z: 437.1 (M-Boc)+. 1H NMR (400 MHz, CDCl... Reactants: CC(C)N1CCNCC1, Nc1cc(Cl)c(C(=O)Nc2ccc3cn[nH]c3c2)cc1[N+](=O)[O-], C1COCCO1, O. Product: CC(C)N1CCN(c2cc(N)c([N+](=O)[O-])cc2C(=O)Nc2ccc3cn[nH]c3c2)CC1. As a reaction SMILES: [CH:24]([CH3:25])([CH3:26])[N:27]1[CH2:28][CH2:29][NH:30][CH2:31][CH2:32]1.[NH2:1][c:2]1[cH:3][c:4]([Cl:23])[c:5]([C:6](=[O:7])[NH:8][c:9]2[cH:10][cH:11][c:12]3[cH:13][n:14][nH:15][c:16]3[cH:17]2)[cH:18][c:19]1[N+:20](=[O:21])[O-:22].[O:33]1[CH2:34][CH2:35][O:36][CH2:37][CH2:38]1.[OH2:39]>>[NH2:1][c:2]1[cH:3][c:4]([N:30]2[CH2:29][CH2:28][N:27]([CH:24]([CH3:25])[CH3:26])[CH2:32][CH2:31]2)[c:5]([C:6](=[O:7])[NH:8][c:9]2[cH:10][cH:11][c:12]3[cH:13][n:14][nH:15][c:16]3[cH:17]2)[cH:18][c:19]1[N+:20](=[O:21])[O-:22]. The reactants are CCS(=O)(=O)N1CCC(c2c[nH]c3c(C(N)=O)cc(Br)cc23)CC1, O=C([O-])[O-], CN1CCN(c2ccc(B3OC(C)(C)C(C)(C)O3)cc2)C(=O)C1, [K+], [K+], C1COCCO1, O. The product is CCS(=O)(=O)N1CCC(c2c[nH]c3c(C(N)=O)cc(-c4ccc(N5CCN(C)CC5=O)cc4)cc23)CC1. RXN SMILES: [Br:1][c:2]1[cH:3][c:4]2[c:5]([CH:14]3[CH2:15][CH2:16][N:17]([S:20](=[O:21])(=[O:22])[CH2:23][CH3:24])[CH2:18][CH2:19]3)[cH:6][nH:7][c:8]2[c:9]([C:11](=[O:12])[NH2:13])[cH:10]1.[C:48](=[O:49])([O-:50])[O-:51].[CH3:25][N:26]1[CH2:27][C:28](=[O:47])[N:29]([c:32]2[cH:33][cH:34][c:35]([B:38]3[O:39][C:40]([CH3:41])([CH3:42])[C:43]([CH3:44])([CH3:45])[O:46]3)[cH:36][cH:37]2)[CH2:30][CH2:31]1.[K+:52].[K+:53].[O:54]1[CH2:55][CH2:56][O:57][CH2:58][CH2:59]1.[OH2:60]>>[c:2]1(-[c:35]2[cH:34][cH:33][c:32]([N:29]3[C:28](=[O:47])[CH2:27][N:26]([CH3:25])[CH2:31][CH2:30]3)[cH:37][cH:36]2)[cH:3][c:4]2[c:5]([CH:14]3[CH2:15][CH2:16][N:17]([S:20](=[O:21])(=[O:22])[CH2:23][CH3:24])[CH2:18][CH2:19]3)[cH:6][nH:7][c:8]2[c:9]([C:11](=[O:12])[NH2:13])[cH:10]1. Starting materials: COC1=CC=C(/C=C/S(=O)(=O)Cl)C=C1 ((E)-4-methoxystyrylsulfonyl chloride), FC1=CC=C(N)C=C1 (4-fluoroaniline). The product is COC1=CC=C(/C=C/S(=O)(=O)NC2=CC=C(C=C2)F)C=C1 ((E)-4-methoxystyryl-N-4-fluorophenyl sulfonamide). Yield: 86.4%. As a reaction SMILES: [CH3:1][O:2][C:3]1[CH:14]=[CH:13][C:6](/[CH:7]=[CH:8]/[S:9](Cl)(=[O:11])=[O:10])=[CH:5][CH:4]=1.[F:15][C:16]1[CH:22]=[CH:21][C:19]([NH2:20])=[CH:18][CH:17]=1>>[CH3:1][O:2][C:3]1[CH:14]=[CH:13][C:6](/[CH:7]=[CH:8]/[S:9]([NH:20][C:19]2[CH:21]=[CH:22][C:16]([F:15])=[CH:17][CH:18]=2)(=[O:11])=[O:10])=[CH:5][CH:4]=1. Reported procedure: A solution of (E)-4-methoxystyrylsulfonyl chloride (10 mmol) and 4-fluoroaniline (10 mmol) was subjected to General Procedure 1, part B. The title compound, melting point 115-117° C., was obtained 86.4% yield. The reactants are N1(C=NC=C1)C1=CC=C(C(=O)N2CCN(CC2)S(=O)(=O)C2=CC3=CC(=CC=C3C=C2)NC(=O)OCC(Cl)(Cl)Cl)C=C1 (1-[4-(1-imidazolyl)benzoyl]-4-[7-(2,2,2-trichloroethoxycarbonylamino)naphthalene-2-sulfonyl]piperazine). The reagents and catalysts are [Zn] (zinc). The solvent is C(C)(=O)O (acetic acid). Reaction conditions: time 1 day. Product: NC1=CC=C2C=CC(=CC2=C1)S(=O)(=O)N1CCN(CC1)C(C1=CC=C(C=C1)N1C=NC=C1)=O (1-(7-Aminonaphthalene-2-sulfonyl)-4-[4-(1-imidazolyl)benzoyl]piperazine). Yield: 94.4%. As a reaction SMILES: [N:1]1([C:6]2[CH:41]=[CH:40][C:9]([C:10]([N:12]3[CH2:17][CH2:16][N:15]([S:18]([C:21]4[CH:30]=[CH:29][C:28]5[C:23](=[CH:24][C:25]([NH:31]C(OCC(Cl)(Cl)Cl)=O)=[CH:26][CH:27]=5)[CH:22]=4)(=[O:20])=[O:19])[CH2:14][CH2:13]3)=[O:11])=[CH:8][CH:7]=2)[CH:5]=[CH:4][N:3]=[CH:2]1>C(O)(=O)C.[Zn]>[NH2:31][C:25]1[CH:24]=[C:23]2[C:28]([CH:29]=[CH:30][C:21]([S:18]([N:15]3[CH2:14][CH2:13][N:12]([C:10](=[O:11])[C:9]4[CH:8]=[CH:7][C:6]([N:1]5[CH:5]=[CH:4][N:3]=[CH:2]5)=[CH:41][CH:40]=4)[CH2:17][CH2:16]3)(=[O:20])=[O:19])=[CH:22]2)=[CH:27][CH:26]=1. Procedure: To a solution of 1-[4-(1-imidazolyl)benzoyl]-4-[7-(2,2,2-trichloroethoxycarbonylamino)naphthalene-2-sulfonyl]piperazine (475 mg) in acetic acid (5 ml) was added zinc powder (1 g), and the mixture was stirred at room temperature for 1 day. The reaction solution was filtered, and the filtrate was concentrated. The residue was dissolved in 0.5 N hydrochloric acid, washed with ethyl acetate and made alkaline with 1 N sodium hydroxide aqueous solution. The precipitate was collected by filtration, and...